describe an organic reaction: reactants, conditions, products, and yield From a dataset of the Open Reaction Database (ORD), a public repository of structured organic reaction records. The reactants are C(C)OC(C(CC1=CC=C(C=C1)OCCC1N(C(NC1)=O)C)(C)OCCCC)=O (2-butoxy-2-methyl-3-{4-[2-(3-methyl-2-oxo-imidazolidin-4-yl)-ethoxy]-phenyl}-propionic acid ethyl ester), [H-].[Na+] (sodium hydride), COC=1C=C(CBr)C=CC1 (3-Methoxybenzyl bromide). The reagents and catalysts are [I-].C(CCC)[N+](CCCC)(CCCC)CCCC (tetrabutyl ammonium iodide). Solvent: C(C)(=O)OCC (ethyl acetate). Reaction conditions: time 1 hour. The product is C(C)OC(C(CC1=CC=C(C=C1)OCCC1N(C(N(C1)CC1=CC(=CC=C1)OC)=O)C)(C)OCCCC)=O (2-Butoxy-3-(4-{2-[1-(3-methoxy-benzyl)-3-methyl-2-oxo-imidazolidin-4-yl]-ethoxy}-phenyl)-2-methyl-propionic acid ethyl ester). RXN SMILES: [CH3:1][O:2][C:3]1[CH:4]=[C:5]([CH:8]=[CH:9][CH:10]=1)[CH2:6]Br.[CH2:11]([O:13][C:14](=[O:39])[C:15]([O:34][CH2:35][CH2:36][CH2:37][CH3:38])([CH3:33])[CH2:16][C:17]1[CH:22]=[CH:21][C:20]([O:23][CH2:24][CH2:25][CH:26]2[CH2:30][NH:29][C:28](=[O:31])[N:27]2[CH3:32])=[CH:19][CH:18]=1)[CH3:12].[H-].[Na+]>[I-].C([N+](CCCC)(CCCC)CCCC)CCC.C(OCC)(=O)C>[CH2:11]([O:13][C:14](=[O:39])[C:15]([O:34][CH2:35][CH2:36][CH2:37][CH3:38])([CH3:33])[CH2:16][C:17]1[CH:18]=[CH:19][C:20]([O:23][CH2:24][CH2:25][CH:26]2[CH2:30][N:29]([CH2:6][C:5]3[CH:8]=[CH:9][CH:10]=[C:3]([O:2][CH3:1])[CH:4]=3)[C:28](=[O:31])[N:27]2[CH3:32])=[CH:21][CH:22]=1)[CH3:12] |f:2.3,4.5|. Reported procedure: 3-Methoxybenzyl bromide (0.024 mL, 0.170 mmol, d=1.436) and tetrabutyl ammonium iodide (catalytic amount) are added to a 0° C. suspension of 2-butoxy-2-methyl-3-{4-[2-(3-methyl-2-oxo-imidazolidin-4-yl)-ethoxy]-phenyl}-propionic acid ethyl ester (0.046 g, 0.114 mmol) and sodium hydride (0.011 g, 0.28 mmol, 60% suspension on mineral oil), pre-stirred for 1 h at ambient temperature. The reaction mixture is stirred at ambient temperature 48 h, diluted with ethyl acetate, and washed with 1N HCl and w... Reactants: CC(C)[Si](OC(=O)N1CCN(c2ccc(-c3ccccc3SC3(C(=O)NCC#N)CCCCC3)cc2)CC1)(C(C)C)C(C)C, CCCC[N+](CCCC)(CCCC)CCCC, C1CCOC1, [F-]. Yields the product N#CCNC(=O)C1(Sc2ccccc2-c2ccc(N3CCNCC3)cc2)CCCCC1. As a reaction SMILES: [C:1](#[N:2])[CH2:3][NH:4][C:5](=[O:6])[C:7]1([S:13][c:14]2[c:15](-[c:20]3[cH:21][cH:22][c:23]([N:26]4[CH2:27][CH2:28][N:29]([C:32]([O:33][Si:34]([CH:35]([CH3:36])[CH3:37])([CH:38]([CH3:39])[CH3:40])[CH:41]([CH3:42])[CH3:43])=[O:44])[CH2:30][CH2:31]4)[cH:24][cH:25]3)[cH:16][cH:17][cH:18][cH:19]2)[CH2:8][CH2:9][CH2:10][CH2:11][CH2:12]1.[CH2:46]([N+:47]([CH2:48][CH2:49][CH2:50][CH3:51])([CH2:52][CH2:53][CH2:54][CH3:55])[CH2:56][CH2:57][CH2:58][CH3:59])[CH2:60][CH2:61][CH3:62].[CH2:63]1[O:64][CH2:65][CH2:66][CH2:67]1.[F-:45]>>[C:1](#[N:2])[CH2:3][NH:4][C:5](=[O:6])[C:7]1([S:13][c:14]2[c:15](-[c:20]3[cH:21][cH:22][c:23]([N:26]4[CH2:27][CH2:28][NH:29][CH2:30][CH2:31]4)[cH:24][cH:25]3)[cH:16][cH:17][cH:18][cH:19]2)[CH2:8][CH2:9][CH2:10][CH2:11][CH2:12]1. The reactants are NC1=C(C=CC=C1)S (2-aminothiophenol), C(O)([O-])=O.[Na+] (sodium hydrogen carbonate), BrC(C(=O)Br)CCCCBr (2,6-dibromocaproic acid bromide). The reagents and catalysts are [Cl-].C(C1=CC=CC=C1)[N+](C)(C)C (benzyltrimethylammonium chloride). Run in C(Cl)(Cl)Cl (chloroform), C(Cl)(Cl)Cl (chloroform). Conditions: temperature -5 celsius, time 30 minute. Product: BrCCCCC1SC2=C(NC1=O)C=CC=C2 (2 -(4-bromobutyl)-2H-1,4-benzothiazine-3(4H)-one). Isolated yield 26.6%. Reaction SMILES: [NH2:1][C:2]1[CH:7]=[CH:6][CH:5]=[CH:4][C:3]=1[SH:8].C(=O)([O-])O.[Na+].Br[CH:15]([CH2:19][CH2:20][CH2:21][CH2:22][Br:23])[C:16](Br)=[O:17]>[Cl-].C([N+](C)(C)C)C1C=CC=CC=1.C(Cl)(Cl)Cl>[Br:23][CH2:22][CH2:21][CH2:20][CH2:19][CH:15]1[C:16](=[O:17])[NH:1][C:2]2[CH:7]=[CH:6][CH:5]=[CH:4][C:3]=2[S:8]1 |f:1.2,4.5|. Procedure details: 9.25 g (=0.07 m) of 2-aminothiophenol, 27.9 g of benzyltrimethylammonium chloride, and 25 g of sodium hydrogen carbonate were introduced into 150 ml of chloroform with stirring. The resulting suspension was cooled to -5° C., and a solution of 25.3 g of 2,6-dibromocaproic acid bromide in 70 ml of chloroform was added slowly with stirring to the cooled suspension. The addition took 30 minutes, and the temperature varied between -5° C. and +5° C. The mixture was maintained in this temperature range... Reactants: FC(C(=O)O)(F)F.C1(CCCC1)C(=O)N1CC(CC(C1)C1=CC=C(C=C1)CC)N (1-(Cyclopentylcarbonyl)-5-(4-ethylphenyl)piperidine-3-amine trifluoroacetate), CC=1SC(=C(N1)C)C(=O)O (2,4-dimethyl-1,3-thiazole-5-carboxylic acid). Yields the product C1(CCCC1)C(=O)N1CC(CC(C1)C1=CC=C(C=C1)CC)NC(=O)C1=C(N=C(S1)C)C (N-[1-(Cyclopentylcarbonyl)-5-(4-ethylphenyl)piperidin-3-yl]-2,4-dimethyl-1,3-thiazole-5-carboxamide). As a reaction SMILES: FC(F)(F)C(O)=O.[CH:8]1([C:13]([N:15]2[CH2:20][CH:19]([C:21]3[CH:26]=[CH:25][C:24]([CH2:27][CH3:28])=[CH:23][CH:22]=3)[CH2:18][CH:17]([NH2:29])[CH2:16]2)=[O:14])[CH2:12][CH2:11][CH2:10][CH2:9]1.[CH3:30][C:31]1[S:32][C:33]([C:37](O)=[O:38])=[C:34]([CH3:36])[N:35]=1>>[CH:8]1([C:13]([N:15]2[CH2:20][CH:19]([C:21]3[CH:22]=[CH:23][C:24]([CH2:27][CH3:28])=[CH:25][CH:26]=3)[CH2:18][CH:17]([NH:29][C:37]([C:33]3[S:32][C:31]([CH3:30])=[N:35][C:34]=3[CH3:36])=[O:38])[CH2:16]2)=[O:14])[CH2:9][CH2:10][CH2:11][CH2:12]1 |f:0.1|. Reported procedure: 65 mg (0.15 mmol) of 1-(cyclopentylcarbonyl)-5-(4-ethylphenyl)piperidine-3-amine trifluoroacetate (Example 8A) and 21 mg (0.13 mmol, 0.9 eq.) of 2,4-dimethyl-1,3-thiazole-5-carboxylic acid were reacted according to General Method 1. Yield: 43 mg (73% of theory)